Dataset: the Open Reaction Database (ORD), a public repository of structured organic reaction records. Task: describe an organic reaction: reactants, conditions, products, and yield Starting materials: FC=1C=CC(=C(CCl)C1)OC (5-fluoro-2-methoxybenzyl chloride), FC=1C=CC(=C(CCl)C1)OC (5-fluoro-2 methoxybenzyl chloride), C(C1=CC=CC=C1)N1CC(OCC1)C(=O)C1=CC=CC=C1 ((4-Benzyl-morpholin-2-yl)-phenyl-methanone), [Mg] (Magnesium), II (Iodine crystals), FC=1C=CC(=C(CCl)C1)OC (5-fluoro-2-methoxybenzyl chloride). Solvent: C(C)OCC (diethyl ether), C(C)OCC (diethyl ether), C(C)OCC (diethyl ether). Yields the product C(C1=CC=CC=C1)N1CC(OCC1)C(CC1=C(C=CC(=C1)F)OC)(O)C1=CC=CC=C1 (1-(4-Benzyl-morpholin-2-yl)-2-(5-fluoro-2-methoxy-phenyl)-1-phenyl-ethanol). Yield: 106.8%. As a reaction SMILES: [Mg].[F:2][C:3]1[CH:4]=[CH:5][C:6]([O:11][CH3:12])=[C:7]([CH:10]=1)[CH2:8]Cl.II.[CH2:15]([N:22]1[CH2:27][CH2:26][O:25][CH:24]([C:28]([C:30]2[CH:35]=[CH:34][CH:33]=[CH:32][CH:31]=2)=[O:29])[CH2:23]1)[C:16]1[CH:21]=[CH:20][CH:19]=[CH:18][CH:17]=1>C(OCC)C>[CH2:15]([N:22]1[CH2:27][CH2:26][O:25][CH:24]([C:28]([C:30]2[CH:35]=[CH:34][CH:33]=[CH:32][CH:31]=2)([OH:29])[CH2:8][C:7]2[CH:10]=[C:3]([F:2])[CH:4]=[CH:5][C:6]=2[O:11][CH3:12])[CH2:23]1)[C:16]1[CH:17]=[CH:18][CH:19]=[CH:20][CH:21]=1. Procedure details: Alternatively, the following method may be used. Magnesium turnings (21.6 g, 0.888 mole, 2 eq.) and diethyl ether (300 ml) were loaded in a reactor under N2. A solution of 5-fluoro-2-methoxybenzyl chloride (116 g, 0.664 mole, 1.5 eq.) in diethyl ether (200 ml) was loaded in an addition funnel. Iodine crystals and a small amount of the 5-fluoro-2-methoxybenzyl chloride solution were added and the reaction mixture was stirred to initiate the reaction. The remainder of the 5-fluoro-2 methoxybenzyl ...